Dataset: the Open Reaction Database (ORD), a public repository of structured organic reaction records. Task: describe an organic reaction: reactants, conditions, products, and yield Reaction SMILES: [CH3:1][C:2]1[CH:7]=[CH:6][C:5]([C:8]#[CH:9])=[CH:4][CH:3]=1.[Cl:10][C:11]1[CH:18]=[CH:17][C:14]([CH2:15][SH:16])=[CH:13][CH:12]=1.[Na]>>[CH3:1][C:2]1[CH:7]=[CH:6][C:5](/[CH:8]=[CH:9]\[CH:15]([S:16][CH:15](/[CH:9]=[CH:8]\[C:5]2[CH:6]=[CH:7][C:2]([CH3:1])=[CH:3][CH:4]=2)[C:14]2[CH:17]=[CH:18][C:11]([Cl:10])=[CH:12][CH:13]=2)[C:14]2[CH:17]=[CH:18][C:11]([Cl:10])=[CH:12][CH:13]=2)=[CH:4][CH:3]=1 |^1:18|. The reactants are CC1=CC=C(C=C1)C#C (4-methylphenylacetylene), ClC1=CC=C(CS)C=C1 (4-chlorobenzyl mercaptan), [Na] (sodium). Yields the product CC1=CC=C(\C=C/C(C2=CC=C(C=C2)Cl)SC(C2=CC=C(C=C2)Cl)\C=C/C2=CC=C(C=C2)C)C=C1 ((Z)-4-methylstyryl 4-chlorobenzylsulfide). Procedure details: A solution of 4-methylphenylacetylene (0.02 mol) and 4-chlorobenzyl mercaptan (0.02 mol) and metallic sodium (0.02 g atom) was subjected to Procedure 2 to form (Z)-4-methylstyryl 4-chlorobenzylsulfide. The title compound was obtained in 74% yield following oxidation. 1HNMR (CDC13) δ2.46 (3H, s), 4.64 (2H, s), 6.75 (1H, d, JH,H=12.21), 7.18-7.57 (9H aromatic+1H ethylenic). Starting materials: CC(C)(C)N(C([O-])=O)C=1SC(=C(C1Cl)C1=CC=NN1C)Cl (1,1-dimethylethyl[3,5-dichloro-4-(1-methyl-1H-pyrazol-5-yl)-2-thienyl]carbamate), Cl (HCl). The solvent is CO (methanol). Reaction conditions: time 12 hour. Product: ClC1=C(SC(=C1C1=CC=NN1C)Cl)N ([3,5-dichloro-4-(1-methyl-1H-pyrazol-5-yl)-2-thienyl]amine). Yield: 95.0%. As a reaction SMILES: CC([N:5]([C:9]1[S:10][C:11]([Cl:21])=[C:12]([C:15]2[N:19]([CH3:20])[N:18]=[CH:17][CH:16]=2)[C:13]=1[Cl:14])C(=O)[O-])(C)C.Cl>CO>[Cl:14][C:13]1[C:12]([C:15]2[N:19]([CH3:20])[N:18]=[CH:17][CH:16]=2)=[C:11]([Cl:21])[S:10][C:9]=1[NH2:5]. Procedure details: To a solution of 1,1-dimethylethyl[3,5-dichloro-4-(1-methyl-1H-pyrazol-5-yl)-2-thienyl]carbamate (700 mg, 2.010 mmol) in methanol (10.05 ml) at 25° C. was added HCl (10.100 ml, 40.4 mmol)[4M in dioxane]. After 12 h, the reaction mixture was concentrated affording the HCl salt of [3,5-dichloro-4-(1-methyl-1H-pyrazol-5-yl)-2-thienyl]amine (640 mg, 1.909 mmol, 95% yield) as a purple foam: LCMS (ES) m/e 284, 286 (M, M+2)+.